From a dataset of the Open Reaction Database (ORD), a public repository of structured organic reaction records. describe an organic reaction: reactants, conditions, products, and yield Reactants: ClCCOC1=C(C=CC=C1)C(C)(C)NC=1C(N(C=CN1)C=1C=C(C(=O)NC2CC2)C=C(C1C)F)=O (3-[3-[[1-[2-(2-chloroethoxy)phenyl]-1-methylethyl]amino]-2-oxo-1(2H)-pyrazinyl]-N-cyclopropyl-5-fluoro-4-methyl-benzamide), CN (methylamine). Product: C1(CC1)NC(C1=CC(=C(C(=C1)N1C(C(=NC=C1)NC(C)(C1=C(C=CC=C1)OCCNC)C)=O)C)F)=O (N-Cyclopropyl-3-fluoro-4-methyl-5-[3-[[1-methyl-1-[2-[2-(methylamino)ethoxy]phenyl]ethyl]amino]-2-oxo-1(2H)-pyrazinyl]-benzamide). RXN SMILES: Cl[CH2:2][CH2:3][O:4][C:5]1[CH:10]=[CH:9][CH:8]=[CH:7][C:6]=1[C:11]([NH:14][C:15]1[C:16](=[O:35])[N:17]([C:21]2[CH:22]=[C:23]([CH:30]=[C:31]([F:34])[C:32]=2[CH3:33])[C:24]([NH:26][CH:27]2[CH2:29][CH2:28]2)=[O:25])[CH:18]=[CH:19][N:20]=1)([CH3:13])[CH3:12].[CH3:36][NH2:37]>>[CH:27]1([NH:26][C:24](=[O:25])[C:23]2[CH:22]=[C:21]([N:17]3[CH:18]=[CH:19][N:20]=[C:15]([NH:14][C:11]([CH3:13])([C:6]4[CH:7]=[CH:8][CH:9]=[CH:10][C:5]=4[O:4][CH2:3][CH2:2][NH:37][CH3:36])[CH3:12])[C:16]3=[O:35])[C:32]([CH3:33])=[C:31]([F:34])[CH:30]=2)[CH2:29][CH2:28]1. Reported procedure: The title product was prepared from 3-[3-[[1-[2-(2-chloroethoxy)phenyl]-1-methylethyl]amino]-2-oxo-1(2H)-pyrazinyl]-N-cyclopropyl-5-fluoro-4-methyl-benzamide (Example 169h) and methylamine using a similar method to that described for example 167f. Purification was by RPHPLC (0.2% ammonia/MeCN gradient on a Phenominex column). The reactants are N1=CC(=CC=C1)C (3-picoline), C(C)ON=C(CCC)C=1C(CC(CC1O)C=1C(=NC(=NC1OC)SC)OC)=O (2-[1-(Ethoxyimino)butyl]-3-hydroxy-5-(4,6-dimethoxy-2-methylthio-5-pyrimidyl)cyclohex-2-en-1-one), CC(C(=O)Cl)(C)C (trimethylacetyl chloride). Solvent: ClCCl (dichloromethane). Product: CC(C(=O)OC1=C(C(CC(C1)C=1C(=NC(=NC1OC)SC)OC)=O)C(CCC)=NOCC)(C)C (3-Trimethylacetyloxy-2-[1-(ethoxyimino)butyl]-5-(4,6-dimethoxy-2-methylthio-5-pyrimidyl)cyclohex-2-en-1-one). Reaction SMILES: N1C=CC=C(C)C=1.[CH2:8]([O:10][N:11]=[C:12]([C:16]1[C:17](=[O:35])[CH2:18][CH:19]([C:23]2[C:24]([O:33][CH3:34])=[N:25][C:26]([S:31][CH3:32])=[N:27][C:28]=2[O:29][CH3:30])[CH2:20][C:21]=1[OH:22])[CH2:13][CH2:14][CH3:15])[CH3:9].[CH3:36][C:37]([CH3:42])([CH3:41])[C:38](Cl)=[O:39]>ClCCl>[CH3:36][C:37]([CH3:42])([CH3:41])[C:38]([O:22][C:21]1[CH2:20][CH:19]([C:23]2[C:28]([O:29][CH3:30])=[N:27][C:26]([S:31][CH3:32])=[N:25][C:24]=2[O:33][CH3:34])[CH2:18][C:17](=[O:35])[C:16]=1[C:12](=[N:11][O:10][CH2:8][CH3:9])[CH2:13][CH2:14][CH3:15])=[O:39]. Procedure details: A solution of 3-picoline (40 mg) and 2-[1-ethoxyimino)butyl]-5-(4,6-dimethoxy-2-methylthio-5-pyrimidyl)cyclohex-2-en-1-one (2) (80 mg) in dichloromethane (10 ml) was treated with trimethylacetyl chloride with stirring at room temperature. After 2 hours the solution was washed with dilute hydrochloric acid (1M, 20 ml), separated, dried over anhydrous magnesium sulphate and evaporated under reduced pressure to give 3-trimethylacetyloxy-2-[1-(ethoxyimino)butyl]-5-(4,6-dimethoxy-2-methylthio-5-pyrim... The reactants are COC=1C=CC2=C(CCN(C(N2)=O)C2CCNCC2)C1 (7-methoxy-3-piperidin-4-yl-1,3,4,5-tetrahydro-1,3-benzodiazepin-2-one), ClC1=CC(=NC=N1)C(=O)C=1C=C2C(CN(C2=C(C1)C)C)(C)C ((6-chloro-pyrimidin-4-yl)-(1,3,3,7-tetramethyl-2,3-dihydro-1H-indol-5-yl)-methanone), CCN(C(C)C)C(C)C (DIPEA). Run in CN(C)C=O (DMF). Conditions: temperature 40 celsius, time 8 hour. Product: COC1=CC2=C(NC(N(CC2)C2CCN(CC2)C2=NC=NC(=C2)C(=O)C=2C=C3C(CN(C3=C(C2)C)C)(C)C)=O)C=C1 (7-methoxy-3-{1-[6-(1,3,3,7-tetramethyl-2,3-dihydro-1H-indol-5-carbonyl)-pyrimidin-4-yl]-piperidin-4-yl}-1,3,4,5-tetrahydro-benzo[d][1,3]diazepin-2-one). Reaction SMILES: [CH3:1][O:2][C:3]1[CH:4]=[CH:5][C:6]2[NH:12][C:11](=[O:13])[N:10]([CH:14]3[CH2:19][CH2:18][NH:17][CH2:16][CH2:15]3)[CH2:9][CH2:8][C:7]=2[CH:20]=1.Cl[C:22]1[N:27]=[CH:26][N:25]=[C:24]([C:28]([C:30]2[CH:31]=[C:32]3[C:36](=[C:37]([CH3:39])[CH:38]=2)[N:35]([CH3:40])[CH2:34][C:33]3([CH3:42])[CH3:41])=[O:29])[CH:23]=1.CCN(C(C)C)C(C)C>CN(C=O)C>[CH3:1][O:2][C:3]1[CH:4]=[CH:5][C:6]2[NH:12][C:11](=[O:13])[N:10]([CH:14]3[CH2:19][CH2:18][N:17]([C:22]4[CH:23]=[C:24]([C:28]([C:30]5[CH:31]=[C:32]6[C:36](=[C:37]([CH3:39])[CH:38]=5)[N:35]([CH3:40])[CH2:34][C:33]6([CH3:42])[CH3:41])=[O:29])[N:25]=[CH:26][N:27]=4)[CH2:16][CH2:15]3)[CH2:9][CH2:8][C:7]=2[CH:20]=1. Reported procedure: 48 mg (0.17 mmol) 7-methoxy-3-piperidin-4-yl-1,3,4,5-tetrahydro-1,3-benzodiazepin-2-one, 55 mg (0.17 mmol) (6-chloro-pyrimidin-4-yl)-(1,3,3,7-tetramethyl-2,3-dihydro-1H-indol-5-yl)-methanone and 0.050 mL (0.29 mmol) DIPEA were combined in 2 mL DMF and stirred overnight at 40° C. Then the reaction mixture was purified by preparative HPLC-MS. The fractions containing the product were combined and freeze-dried.